This data is from the Open Reaction Database (ORD), a public repository of structured organic reaction records. The task is: describe an organic reaction: reactants, conditions, products, and yield Starting materials: C(CCCCC)(=O)OCCCCCC (hexyl hexanoate), C1(=CC=CC=C1)C(C)O (1-phenylethanol), C(CCCCC)(=O)OCCCCCC (hexyl hexanoate), acylated product, ester. The product is C1(=CC=CC=C1)C(C)O (1-phenylethanol), C(C)(=O)C1=CC=CC=C1 (acetophenone). Isolated yield 49.0%. As a reaction SMILES: C(OCCCCCC)(=O)CCCCC.[C:15]1([CH:21]([OH:23])[CH3:22])[CH:20]=[CH:19][CH:18]=[CH:17][CH:16]=1>>[C:15]1([CH:21]([OH:23])[CH3:22])[CH:20]=[CH:19][CH:18]=[CH:17][CH:16]=1.[C:21]([C:15]1[CH:20]=[CH:19][CH:18]=[CH:17][CH:16]=1)(=[O:23])[CH3:22]. Procedure details: Likewise, refluxing a toluene solution containing one equivalent of hexyl hexanoate, 2 equivalents of cyclohexanol and 1 mol % of the PNN complex 1 under argon atmosphere for 20 h resulted in 84% conversion of hexyl hexanoate as determined by GC analysis, with the exclusive formation of the ester cyclohexyl hexanoate in 83% yield (Table 8, entry 2). Notably, unlike the traditional transesterification methods, this reaction does not form an alcohol product; rather, an irreversible incorporation o... Starting materials: BrC1=CC=C(OC(CNS(=O)(=O)C(C)C)C)C=C1 ([2-(4-bromophenoxy)propyl][(methylethyl)sulfonyl]amine), O.NC=1C=C(C=CC1)B(O)O (3-aminobenzeneboronic acid monohydrate), C([O-])([O-])=O.[Na+].[Na+] (sodium carbonate). Reagents/catalysts: C=1C=CC(=CC1)[P](C=2C=CC=CC2)(C=3C=CC=CC3)[Pd]([P](C=4C=CC=CC4)(C=5C=CC=CC5)C=6C=CC=CC6)([P](C=7C=CC=CC7)(C=8C=CC=CC8)C=9C=CC=CC9)[P](C=1C=CC=CC1)(C=1C=CC=CC1)C=1C=CC=CC1 (tetrakis(triphenylphosphine)palladium(0)). Run in O1CCOCC1 (1,4-dioxane). Yields the product NC=1C=C(C=CC1)C1=CC=C(OC(CNS(=O)(=O)C(C)C)C)C=C1 ({2-[4-(3-Aminophenyl)phenoxy]propyl}[(methylethyl)sulfonyl]amine). Isolated yield 82.2%. RXN SMILES: Br[C:2]1[CH:18]=[CH:17][C:5]([O:6][CH:7]([CH3:16])[CH2:8][NH:9][S:10]([CH:13]([CH3:15])[CH3:14])(=[O:12])=[O:11])=[CH:4][CH:3]=1.O.[NH2:20][C:21]1[CH:22]=[C:23](B(O)O)[CH:24]=[CH:25][CH:26]=1.C(=O)([O-])[O-].[Na+].[Na+]>C1C=CC([P]([Pd]([P](C2C=CC=CC=2)(C2C=CC=CC=2)C2C=CC=CC=2)([P](C2C=CC=CC=2)(C2C=CC=CC=2)C2C=CC=CC=2)[P](C2C=CC=CC=2)(C2C=CC=CC=2)C2C=CC=CC=2)(C2C=CC=CC=2)C2C=CC=CC=2)=CC=1.O1CCOCC1>[NH2:20][C:21]1[CH:26]=[C:25]([C:2]2[CH:18]=[CH:17][C:5]([O:6][CH:7]([CH3:16])[CH2:8][NH:9][S:10]([CH:13]([CH3:15])[CH3:14])(=[O:12])=[O:11])=[CH:4][CH:3]=2)[CH:24]=[CH:23][CH:22]=1 |f:1.2,3.4.5,^1:39,41,60,79|. Reported procedure: The title compound (230 mg, 82%) was prepared from [2-(4-bromophenoxy)propyl][(methylethyl)sulfonyl]amine (270 mg, 0.803 mmol, prepared in example 1), 3-aminobenzeneboronic acid monohydrate (150 mg, 0.968 mmol), tetrakis(triphenylphosphine)palladium(0) (5 mg, 0.004 mmol), 2 M sodium carbonate (290 mg in 1.4 mL water) and 1,4-dioxane (5.5 mL) in a manner analogous to the procedure described in Example 2.